This data is from the Open Reaction Database (ORD), a public repository of structured organic reaction records. The task is: describe an organic reaction: reactants, conditions, products, and yield Reactants: B, C1CCOC1, O=C1Cc2nc(Cl)ccc2N1. Yields the product Clc1ccc2c(n1)CCN2. Reaction SMILES: [BH3:12].[CH2:13]1[O:14][CH2:15][CH2:16][CH2:17]1.[Cl:1][c:2]1[cH:3][cH:4][c:5]2[c:6]([n:7]1)[CH2:8][C:9](=[O:11])[NH:10]2>>[Cl:1][c:2]1[cH:3][cH:4][c:5]2[c:6]([n:7]1)[CH2:8][CH2:9][NH:10]2.